From a dataset of the Open Reaction Database (ORD), a public repository of structured organic reaction records. describe an organic reaction: reactants, conditions, products, and yield Reactants: C1=CC=CC=2C3=CC=CC=C3CC12 (fluorene), Cl[Si](C)(C)C1C(=CC2=C(C=C(C=C12)C)C)C (chloro(2,4,6-trimethylindenyl)dimethylsilane), [Li] (lithium), [Li]CCCC (n-BuLi). Solvent: CCOCC (Et2O), C1(=CC=CC=C1)C (toluene), C1CCOC1 (THF), CCCCCC (hexane). Conditions: time 30 minute. Product: CC=1C(C2=CC(=CC(=C2C1)C)C)[Si](C)(C)C1C2=CC=CC=C2C=2C=CC=CC12 ((2,4,6-trimethylindenyl)(9-fluorenyl)dimethylsilane). The yield is 99.3%. As a reaction SMILES: [Li]CCCC.[CH:6]1[C:18]2[CH2:17][C:16]3[C:11](=[CH:12][CH:13]=[CH:14][CH:15]=3)[C:10]=2[CH:9]=[CH:8][CH:7]=1.Cl[Si:20]([CH:23]1[C:31]2[C:26](=[C:27]([CH3:33])[CH:28]=[C:29]([CH3:32])[CH:30]=2)[CH:25]=[C:24]1[CH3:34])([CH3:22])[CH3:21].[Li]>CCCCCC.CCOCC.C1COCC1.C1(C)C=CC=CC=1>[CH3:34][C:24]1[CH:23]([Si:20]([CH:17]2[C:16]3[CH:15]=[CH:14][CH:13]=[CH:12][C:11]=3[C:10]3[C:18]2=[CH:6][CH:7]=[CH:8][CH:9]=3)([CH3:22])[CH3:21])[C:31]2[C:26]([CH:25]=1)=[C:27]([CH3:33])[CH:28]=[C:29]([CH3:32])[CH:30]=2 |^1:34|. Procedure: A 2.5 M n-BuLi solution in hexane (9.6 mL) was added dropwise at 0° C. under stirring to a solution of 3.78 g of fluorene in 40 ml of Et2O in a 100 mL Schlenk flask. After 30 min the resulting orange solution was allowed to warm up to room temperature and stirred for 3 days. A solution of chloro(2,4,6-trimethylindenyl)dimethylsilane (22.60 mmol) in 20 mL of THF was cooled to 0° C. and slowly added to the lithium salt solution, also previously cooled to 0° C. At the end of the addition a light br... Reactants: C(N)(=N)NC(=O)C1=NC(=C(N=C1N)N)Cl (N-amidino-3,5-diamino-6-chloro-2-pyrazinecarboxamide), CN(C=O)C (N,N-dimethylformamide), C(CC)N=C=O (propylisocyanate). Conditions: temperature 90 celsius. Yields the product NC=1C(=NC(=C(N1)N)Cl)C(=O)N=CNNC(=O)NCCC (3,5-diamino-6-chloro-N-{[(n-propylaminocarbonyl)amino]aminomethylene}-2-pyrazinecarboxamide). As a reaction SMILES: [C:1]([NH:4][C:5]([C:7]1[C:12]([NH2:13])=[N:11][C:10]([NH2:14])=[C:9]([Cl:15])[N:8]=1)=[O:6])(=[NH:3])N.[CH2:16]([N:19]=[C:20]=[O:21])[CH2:17][CH3:18].C[N:23](C)C=O>>[NH2:13][C:12]1[C:7]([C:5]([N:4]=[CH:1][NH:3][NH:23][C:20]([NH:19][CH2:16][CH2:17][CH3:18])=[O:21])=[O:6])=[N:8][C:9]([Cl:15])=[C:10]([NH2:14])[N:11]=1. Procedure details: N-amidino-3,5-diamino-6-chloro-2-pyrazinecarboxamide (4.58 g., 0.02 mole) dissolved in N,N-dimethylformamide (120 ml.) is treated dropwise with propylisocyanate (1.87 g., 0.022 mole) over a 10 min. period at 90° C. The solution is heated at 90° C. for 1 hour, filtered and poured into water (150 ml.) to precipitate 3,5-diamino-6-chloro-N-{[ (propylaminocarbonyl)amino]aminomethyl-}-2-pyrazinecarboxamide which on recrystallization from n-propanol gives 3.14 g. melting at 220°-221° C. The reactants are C(C)[N+](CC)(CC)CC (Tetraethylammonium), OC1=C(C(N(C2=CC=C(C=C12)I)C)=O)C(=O)NCC(=O)OCC (Ethyl 2-(4-hydroxy-6-iodo-1-methyl-2-oxo-1,2-dihydroquinoline-3-carboxamido)acetate). The reagents and catalysts are C1(=CC=CC=C1)P([C-]1C=CC=C1)C1=CC=CC=C1.[C-]1(C=CC=C1)P(C1=CC=CC=C1)C1=CC=CC=C1.[Fe+2] (1,1′-bis(diphenylphosphino)ferrocene), [Cu] (Copper), C=1C=CC(=CC1)/C=C/C(=O)/C=C/C2=CC=CC=C2.C=1C=CC(=CC1)/C=C/C(=O)/C=C/C2=CC=CC=C2.C=1C=CC(=CC1)/C=C/C(=O)/C=C/C2=CC=CC=C2.[Pd].[Pd] (Tris(dibenzylideneacetone)dipalladium). Run in O1CCOCC1 (1,4-dioxane), O1CCOCC1 (1,4-dioxane). Reaction conditions: temperature 145 celsius. The product is C(#N)C=1C=C2C(=C(C(N(C2=CC1)C)=O)C(=O)NCC(=O)OCC)O (ethyl 2-(6-cyano-4-hydroxy-1-methyl-2-oxo-1,2-dihydroquinoline-3-carboxamido)acetate). Isolated yield 90.0%. RXN SMILES: [OH:1][C:2]1[C:11]2[C:6](=[CH:7][CH:8]=[C:9](I)[CH:10]=2)[N:5]([CH3:13])[C:4](=[O:14])[C:3]=1[C:15]([NH:17][CH2:18][C:19]([O:21][CH2:22][CH3:23])=[O:20])=[O:16].[CH2:24]([N+:26](CC)(CC)CC)C>O1CCOCC1.C1(P(C2C=CC=CC=2)[C-]2C=CC=C2)C=CC=CC=1.[C-]1(P(C2C=CC=CC=2)C2C=CC=CC=2)C=CC=C1.[Fe+2].[Cu].C1C=CC(/C=C/C(/C=C/C2C=CC=CC=2)=O)=CC=1.C1C=CC(/C=C/C(/C=C/C2C=CC=CC=2)=O)=CC=1.C1C=CC(/C=C/C(/C=C/C2C=CC=CC=2)=O)=CC=1.[Pd].[Pd]>[C:24]([C:9]1[CH:10]=[C:11]2[C:6](=[CH:7][CH:8]=1)[N:5]([CH3:13])[C:4](=[O:14])[C:3]([C:15]([NH:17][CH2:18][C:19]([O:21][CH2:22][CH3:23])=[O:20])=[O:16])=[C:2]2[OH:1])#[N:26] |f:3.4.5,7.8.9.10.11|. Procedure details: Ethyl 2-(4-hydroxy-6-iodo-1-methyl-2-oxo-1,2-dihydroquinoline-3-carboxamido)acetate (0.200 g, 0.46 mmol), 1,1′-bis(diphenylphosphino)ferrocene (0.048 g, 0.087 mmol), Copper cyamide (0.194 g, 2.2 mmol) and Tris(dibenzylideneacetone)dipalladium (0.020 g, 0.022 mmol) in 1,4-dioxane (2 ml) were combined in a 10 ml tube. Tetraethylammonium cyamide (0.085 g, 0.54 mmol) and 1,4-dioxane (1 ml) were added and the tube was sealed and heated to 145° C. for 15 min under Argon in a microwave (Personal Chemis... Reactants: BrCCOP(=O)(OC[C@H]1C[C@@H](CO1)SC(C)=O)O (Ethanethioic acid (3S-trans)-S-[5-[[[(2-bromoethoxy)hydroxyphosphinyl]oxy]methyl]-tetrahydro-3-furanyl]ester), N1=CC=CC=C1 (pyridine). Run in CO (methyl alcohol). Product: [OH-].C(C)(=O)S[C@H]1C[C@@H](OC1)COP(=O)(OCC[N+]1=CC=CC=C1)O ((2R-trans)-1-[2-[[[[4-(Acetylthio)tetrahydro-2-furanyl]methoxy]hydroxyphosphinyl]oxy]ethyl]pyridinium hydroxide). RXN SMILES: Br[CH2:2][CH2:3][O:4][P:5]([OH:18])([O:7][CH2:8][C@@H:9]1[O:13][CH2:12][C@@H:11]([S:14][C:15](=[O:17])[CH3:16])[CH2:10]1)=[O:6].[N:19]1[CH:24]=[CH:23][CH:22]=[CH:21][CH:20]=1>CO>[OH-:4].[C:15]([S:14][C@@H:11]1[CH2:12][O:13][C@@H:9]([CH2:8][O:7][P:5]([OH:18])([O:4][CH2:3][CH2:2][N+:19]2[CH:24]=[CH:23][CH:22]=[CH:21][CH:20]=2)=[O:6])[CH2:10]1)(=[O:17])[CH3:16] |f:3.4|. Procedure: The title compound is prepared by the procedure of Example 90 using 0.50 g of product from Example 93, 3 ml of pyridine, 4 g of Amberlyst-21, and 10 ml of methyl alcohol to give 0.233 g of the desired product. Starting materials: BrCC(=O)C1(CCC1)C1=CC=C(C=C1)Cl (2-Bromo-1-[1-(4-chloro-phenyl)-cyclobutyl]-ethanone), B.CSC (borane methyl sulfide), O1NBCC1 (oxazaborolidine), ClCC(=O)C1(CCC1)C1=C(C=CC=C1)OC (2-Chloro-1-[1-(2-methoxy-phenyl)-cyclobutyl]-ethanone), alcohols, O1NBCC1 (oxazaborolidine). The product is ClCC(O)C1(CCC1)C1=C(C=CC=C1)OC (2-Chloro-1-[1-(2-methoxy-phenyl)-cyclobutyl]-ethanol). The yield is 70.0%. RXN SMILES: BrCC(C1(C2C=CC(Cl)=CC=2)CCC1)=O.[Cl:16][CH2:17][C:18]([C:20]1([C:24]2[CH:29]=[CH:28][CH:27]=[CH:26][C:25]=2[O:30][CH3:31])[CH2:23][CH2:22][CH2:21]1)=[O:19].B.CSC.O1CCBN1>>[Cl:16][CH2:17][CH:18]([C:20]1([C:24]2[CH:29]=[CH:28][CH:27]=[CH:26][C:25]=2[O:30][CH3:31])[CH2:21][CH2:22][CH2:23]1)[OH:19] |f:2.3|. Procedure: Following the same procedures used for the asymmetric reduction of 2-Bromo-1-[1-(4-chloro-phenyl)-cyclobutyl]-ethanone (See Example 127), 500 mg samples of 2-Chloro-1-[1-(2-methoxy-phenyl)-cyclobutyl]-ethanone were reduced to the enantiomerically enriched alcohols with borane-methyl sulfide in the presence of S-2-methyl CBS-oxazaborolidine or R-2-methyl CBS-oxazaborolidine. Each isomer of 2-Chloro-1-[1-(2-methoxy-phenyl)-cyclobutyl]-ethanol was obtained in approximately 70% yield and ca. 90% e.e... Starting materials: O=CO, Fc1cnc(Cl)nc1Cl, [K+], N#C[S-]. Yields the product N#CSc1nc(Cl)ncc1F. As a reaction SMILES: [CH:14]([OH:15])=[O:16].[Cl:1][c:2]1[n:3][cH:4][c:5]([F:9])[c:6]([Cl:8])[n:7]1.[K+:10].[S-:11][C:12]#[N:13]>>[Cl:1][c:2]1[n:3][cH:4][c:5]([F:9])[c:6]([S:11][C:12]#[N:13])[n:7]1.